This data is from the Open Reaction Database (ORD), a public repository of structured organic reaction records. The task is: describe an organic reaction: reactants, conditions, products, and yield The reactants are CCOC(=O)C (EtOAc), C(C)S(=O)(=O)C1=NC(=CC=C1N)C=1C(=NN(C1)C)C1=C(C=CC=C1)F (2-(ethylsulfonyl)-6-(3-(2-fluorophenyl)-1-methyl-1H-pyrazol-4-yl)pyridine-3-amine), C(C1=CC=CC=C1)(=O)N=C=S (benzoyl isothiocyanate). The solvent is C1CCOC1 (THF). Run at time 20 minute. Yields the product FC1=C(C=CC=C1)C1=NN(C=C1C1=CC=C2C(=N1)SC(=N2)NC(C2=CC=CC=C2)=O)C (N-(5-(3-(2-fluorophenyl)-1-methyl-1H-pyrazol-4-yl)thiazolo[5,4-b]pyridine-2-yl)benzamide). Yield: 84.6%. As a reaction SMILES: C([S:3]([C:6]1[C:11]([NH2:12])=[CH:10][CH:9]=[C:8]([C:13]2[C:14]([C:19]3[CH:24]=[CH:23][CH:22]=[CH:21][C:20]=3[F:25])=[N:15][N:16]([CH3:18])[CH:17]=2)[N:7]=1)(=O)=O)C.[C:26]([N:34]=[C:35]=S)(=[O:33])[C:27]1[CH:32]=[CH:31][CH:30]=[CH:29][CH:28]=1.CCOC(C)=O>C1COCC1>[F:25][C:20]1[CH:21]=[CH:22][CH:23]=[CH:24][C:19]=1[C:14]1[C:13]([C:8]2[N:7]=[C:6]3[S:3][C:35]([NH:34][C:26](=[O:33])[C:27]4[CH:32]=[CH:31][CH:30]=[CH:29][CH:28]=4)=[N:12][C:11]3=[CH:10][CH:9]=2)=[CH:17][N:16]([CH3:18])[N:15]=1. Reported procedure: To a solution of 2-(ethylsulfonyl)-6-(3-(2-fluorophenyl)-1-methyl-1H-pyrazol-4-yl)pyridine-3-amine (1.04 g, 2.89 mmol, 1.0 eq.) in THF under nitrogen at 0° C. was added benzoyl isothiocyanate (0.47 mL, 3.50 mmol, 1.2 eq.). The cold bath was removed, and the reaction mixture was stirred to room temperature for 20 min. It was then heated to 70° C. for 6 h. After cooling to room temperature, it was diluted with EtOAc and water. The layers were separated, and the organi layer was washed with brine, ... Reactants: CS(=O)(=O)Oc1ccc([N+](=O)[O-])c(NC2CCCCC2)n1, CO, [Pd]. The product is CS(=O)(=O)Oc1ccc(N)c(NC2CCCCC2)n1. As a reaction SMILES: [CH3:1][S:2](=[O:3])(=[O:4])[O:5][c:6]1[n:7][c:8]([NH:15][CH:16]2[CH2:17][CH2:18][CH2:19][CH2:20][CH2:21]2)[c:9]([N+:12]([O-:13])=[O:14])[cH:10][cH:11]1.[CH3:22][OH:23].[Pd:24]>>[CH3:1][S:2](=[O:3])(=[O:4])[O:5][c:6]1[n:7][c:8]([NH:15][CH:16]2[CH2:17][CH2:18][CH2:19][CH2:20][CH2:21]2)[c:9]([NH2:12])[cH:10][cH:11]1. Starting materials: CC(C)(C)OC(=O)NC1CCNCC1, CC(=O)O, CO, CC(C)=O. Yields the product CC(C)N1CCC(NC(=O)OC(C)(C)C)CC1. As a reaction SMILES: [C:1]([CH3:2])([CH3:3])([CH3:4])[O:5][C:6]([NH:7][CH:8]1[CH2:9][CH2:10][NH:11][CH2:12][CH2:13]1)=[O:14].[CH3:15][C:16](=[O:17])[OH:18].[CH3:19][OH:20].[CH3:21][C:22](=[O:23])[CH3:24]>>[C:1]([CH3:2])([CH3:3])([CH3:4])[O:5][C:6]([NH:7][CH:8]1[CH2:9][CH2:10][N:11]([CH:16]([CH3:15])[CH3:19])[CH2:12][CH2:13]1)=[O:14]. The reactants are C(C1=CC=CC=C1)(=O)O (benzoic acid), C1=CC=CC=C1 (benzene), CC(=CC=O)CCC=C(CCCC(CCCC(CCCC(C)C)C)C)C (3,7,11,15,19-pentamethyl-2,6-eicosadienal). Yields the product C(C)OC(C=C(C)C)OCC (β-methyl-crotonaldehyde diethylacetal). As a reaction SMILES: [C:1](O)(=[O:8])[C:2]1C=CC=CC=1.[CH3:10][C:11]([CH2:15]CC=C(C)CCCC(C)CCCC(C)CCCC(C)C)=[CH:12][CH:13]=[O:14].[CH:36]1C=CC=C[CH:37]=1>>[CH2:1]([O:8][CH:13]([O:14][CH2:36][CH3:37])[CH:12]=[C:11]([CH3:10])[CH3:15])[CH3:2]. Procedure details: 0.1 Part of the reaction product, 1.74 parts of benzene, and 0.00018 part of benzoic acid were charged into a sealed tube, and reacted at 250°C. for 10 minutes. The product was subjected to gas chromatography analysis. It was thus confirmed that 3,7,11,15,19-pentamethyl-2,6-eicosadienal was obtained at the selectivity of 69.5% to the originally fed β-methyl-crotonaldehyde diethylacetal. The analytical value of the resulting acetal and aldehyde is shown in Table 16. Yields the product CCC(C)C(N)C(=O)NC(Cc1ccc(OC(C)(C)C)cc1)C(=O)NC(C)C(=O)NCc1c(OC)ccc2c1Oc1c(ccc(OC)c1CC(=O)O)C2(C)C. As a reaction SMILES: [CH3:1][O:2][c:3]1[cH:4][cH:5][c:6]2[c:15]([c:16]1[CH2:17][C:18](=[O:19])[O:20][CH2:21][c:22]1[cH:23][cH:24][cH:25][cH:26][cH:27]1)[O:14][c:13]1[c:8]([cH:9][cH:10][c:11]([O:59][CH3:60])[c:12]1[CH2:28][NH:29][C:30]([CH:31]([NH:32][C:33]([CH:34]([NH:35][C:36]([CH:37]([NH2:38])[CH:39]([CH3:40])[CH2:41][CH3:42])=[O:43])[CH2:44][c:45]1[cH:46][cH:47][c:48]([O:51][C:52]([CH3:53])([CH3:54])[CH3:55])[cH:49][cH:50]1)=[O:56])[CH3:57])=[O:58])[C:7]2([CH3:61])[CH3:62].[CH3:63][OH:64]>>[CH3:1][O:2][c:3]1[cH:4][cH:5][c:6]2[c:15]([c:16]1[CH2:17][C:18](=[O:19])[OH:20])[O:14][c:13]1[c:8]([cH:9][cH:10][c:11]([O:59][CH3:60])[c:12]1[CH2:28][NH:29][C:30]([CH:31]([NH:32][C:33]([CH:34]([NH:35][C:36]([CH:37]([NH2:38])[CH:39]([CH3:40])[CH2:41][CH3:42])=[O:43])[CH2:44][c:45]1[cH:46][cH:47][c:48]([O:51][C:52]([CH3:53])([CH3:54])[CH3:55])[cH:49][cH:50]1)=[O:56])[CH3:57])=[O:58])[C:7]2([CH3:61])[CH3:62]. Starting materials: CCC(C)C(N)C(=O)NC(Cc1ccc(OC(C)(C)C)cc1)C(=O)NC(C)C(=O)NCc1c(OC)ccc2c1Oc1c(ccc(OC)c1CC(=O)OCc1ccccc1)C2(C)C, CO. The reactants are CS(C)=O, CCOC(C)=O, O=[N+]([O-])c1ccc(F)cc1F, [Li+], CC(C)c1ccc(N)c(C#N)c1, [OH-], O. Yields the product CC(C)c1ccc(Nc2cc(F)ccc2[N+](=O)[O-])c(C#N)c1. As a reaction SMILES: [CH3:27][S:28]([CH3:29])=[O:30].[CH3:31][CH2:32][O:33][C:34](=[O:35])[CH3:36].[F:13][c:14]1[c:15]([N+:21](=[O:22])[O-:23])[cH:16][cH:17][c:18]([F:20])[cH:19]1.[Li+:24].[NH2:1][c:2]1[c:3]([C:4]#[N:5])[cH:6][c:7]([CH:10]([CH3:11])[CH3:12])[cH:8][cH:9]1.[OH-:25].[OH2:26]>>[NH:1]([c:2]1[c:3]([C:4]#[N:5])[cH:6][c:7]([CH:10]([CH3:11])[CH3:12])[cH:8][cH:9]1)[c:14]1[c:15]([N+:21](=[O:22])[O-:23])[cH:16][cH:17][c:18]([F:20])[cH:19]1.